This data is from the Open Reaction Database (ORD), a public repository of structured organic reaction records. The task is: describe an organic reaction: reactants, conditions, products, and yield Starting materials: N1=CC(=CC=C1)C1=NN(C(C1)=O)C1=CC=CC=C1 (3-(3-pyridyl)-1-phenyl-4, 5-dihydropyrazol-5-one), COC=1C=CC(=CC1)P2(=S)SP(=S)(S2)C=3C=CC(=CC3)OC (Lawesson's reagent). Run in C1(=CC=CC=C1)C (toluene). The product is N1=CC(=CC=C1)C1=NN(C(C1)=S)C1=CC=CC=C1 (3-(3-pyridyl)-1-phenyl-4, 5-dihydropyrazole-5-thione). Yield: 116.1%. RXN SMILES: [N:1]1[CH:6]=[CH:5][CH:4]=[C:3]([C:7]2[CH2:11][C:10](=O)[N:9]([C:13]3[CH:18]=[CH:17][CH:16]=[CH:15][CH:14]=3)[N:8]=2)[CH:2]=1.COC1C=CC(P2(SP(C3C=CC(OC)=CC=3)(=S)S2)=[S:28])=CC=1>C1(C)C=CC=CC=1>[N:1]1[CH:6]=[CH:5][CH:4]=[C:3]([C:7]2[CH2:11][C:10](=[S:28])[N:9]([C:13]3[CH:18]=[CH:17][CH:16]=[CH:15][CH:14]=3)[N:8]=2)[CH:2]=1. Reported procedure: A mixture of 1.2 g (4.5 mmol) of 3-(3-pyridyl)-1-phenyl-4, 5-dihydropyrazol-5-one, 1.4 g (3.4 mmol) of Lawesson's reagent and 10 ml of toluene was heated under reflux for 2 hours. The reaction mixture was concentrated under reduced pressure. The residue was purified by silica gel column chromatography (n-hexane/ethyl acetate=3/2 (v/v)) and recrystallized from ethanol to give 1.0 g of 3-(3-pyridyl)-1-phenyl-4, 5-dihydropyrazole-5-thione. Starting materials: ClCC1=CC(=C(OCC=2N=C(OC2C)C2=CC=C(C=C2)CC(=O)OCC)C=C1)OC (ethyl (4-{4-[(4-chloromethyl-2-methoxyphenoxy)methyl]-5-methyl-1,3-oxazol-2-yl}phenyl)acetate), Cl.C(C)(C)(C)C=1SC=C(N1)/C=C/C=1C(=NN(C1)C1=CC=CC=C1)O (4-[(E)-2-(2-tert-butyl-1,3-thiazol-4-yl)ethenyl]-1-phenyl-1H-pyrazol-3-ol hydrochloride), C([O-])([O-])=O.[K+].[K+] (potassium carbonate), CN(C=O)C (N,N-dimethylformamide). Run in O (Water). Conditions: temperature 90 celsius, time 2 hour. The product is C(C)(C)(C)C=1SC=C(N1)/C=C/C=1C(=NN(C1)C1=CC=CC=C1)OCC1=CC(=C(OCC=2N=C(OC2C)C2=CC=C(C=C2)CC(=O)OCC)C=C1)OC (ethyl {4-[4-({4-[({4-[(E)-2-(2-tert-butyl-1,3-thiazol-4-yl)ethenyl]-1-phenyl-1H-pyrazol-3-yl}oxy)methyl]-2-methoxyphenoxy}methyl)-5-methyl-1,3-oxazol-2-yl]phenyl}acetate). The yield is 44.6%. Reaction SMILES: Cl[CH2:2][C:3]1[CH:28]=[CH:27][C:6]([O:7][CH2:8][C:9]2[N:10]=[C:11]([C:15]3[CH:20]=[CH:19][C:18]([CH2:21][C:22]([O:24][CH2:25][CH3:26])=[O:23])=[CH:17][CH:16]=3)[O:12][C:13]=2[CH3:14])=[C:5]([O:29][CH3:30])[CH:4]=1.Cl.[C:32]([C:36]1[S:37][CH:38]=[C:39](/[CH:41]=[CH:42]/[C:43]2[C:44]([OH:54])=[N:45][N:46]([C:48]3[CH:53]=[CH:52][CH:51]=[CH:50][CH:49]=3)[CH:47]=2)[N:40]=1)([CH3:35])([CH3:34])[CH3:33].C(=O)([O-])[O-].[K+].[K+].CN(C)C=O>O>[C:32]([C:36]1[S:37][CH:38]=[C:39](/[CH:41]=[CH:42]/[C:43]2[C:44]([O:54][CH2:2][C:3]3[CH:28]=[CH:27][C:6]([O:7][CH2:8][C:9]4[N:10]=[C:11]([C:15]5[CH:20]=[CH:19][C:18]([CH2:21][C:22]([O:24][CH2:25][CH3:26])=[O:23])=[CH:17][CH:16]=5)[O:12][C:13]=4[CH3:14])=[C:5]([O:29][CH3:30])[CH:4]=3)=[N:45][N:46]([C:48]3[CH:53]=[CH:52][CH:51]=[CH:50][CH:49]=3)[CH:47]=2)[N:40]=1)([CH3:35])([CH3:33])[CH3:34] |f:1.2,3.4.5|. Procedure details: A mixture of ethyl (4-{4-[(4-chloromethyl-2-methoxyphenoxy)methyl]-5-methyl-1,3-oxazol-2-yl}phenyl)acetate (1.49 g), 4-[(E)-2-(2-tert-butyl-1,3-thiazol-4-yl)ethenyl]-1-phenyl-1H-pyrazol-3-ol hydrochloride (1.32 g), potassium carbonate (1.00 g) and N,N-dimethylformamide (20 mL) was stirred at 90° C. for 2 hrs. Water was poured into the reaction mixture, and the mixture was extracted with ethyl acetate. The ethyl acetate layer was washed with saturated brine, dried over anhydrous magnesium sulfate... Starting materials: C1CCOC1, Cc1cc(CN(Cc2ccccn2)C(=O)OC(C)(C)C)c2ccccc2c1C(=O)O, CO, [Na+], [OH-]. The product is CC(C)(C)OC(=O)N(Cc1ccccn1)Cc1ccc(C(=O)O)c2ccccc12. Reaction SMILES: [CH2:33]1[O:34][CH2:35][CH2:36][CH2:37]1.[CH3:1][c:2]1[c:3]([C:28](=[O:29])[OH:30])[c:4]2[cH:5][cH:6][cH:7][cH:8][c:9]2[c:10]([CH2:12][N:13]([CH2:14][c:15]2[cH:16][cH:17][cH:18][cH:19][n:20]2)[C:21](=[O:22])[O:23][C:24]([CH3:25])([CH3:26])[CH3:27])[cH:11]1.[CH3:38][OH:39].[Na+:32].[OH-:31]>>[cH:2]1[c:3]([C:28](=[O:29])[OH:30])[c:4]2[cH:5][cH:6][cH:7][cH:8][c:9]2[c:10]([CH2:12][N:13]([CH2:14][c:15]2[cH:16][cH:17][cH:18][cH:19][n:20]2)[C:21](=[O:22])[O:23][C:24]([CH3:25])([CH3:26])[CH3:27])[cH:11]1. RXN SMILES: [CH2:1]([O:3][C:4]([C:6]1([C:9]2[CH:14]=[CH:13][C:12]([C:15]3[CH:20]=[CH:19][C:18]([C:21]4[O:25][N:24]=[C:23]([CH3:26])[C:22]=4[NH:27][C:28]4[CH:33]=[CH:32][CH:31]=[C:30](Br)[N:29]=4)=[CH:17][CH:16]=3)=[CH:11][CH:10]=2)[CH2:8][CH2:7]1)=[O:5])[CH3:2].[Cl:35][C:36]1[CH:37]=[C:38](B(O)O)[CH:39]=[C:40]([F:42])[CH:41]=1>>[CH2:1]([O:3][C:4]([C:6]1([C:9]2[CH:14]=[CH:13][C:12]([C:15]3[CH:20]=[CH:19][C:18]([C:21]4[O:25][N:24]=[C:23]([CH3:26])[C:22]=4[NH:27][C:28]4[CH:33]=[CH:32][CH:31]=[C:30]([C:38]5[CH:39]=[C:40]([F:42])[CH:41]=[C:36]([Cl:35])[CH:37]=5)[N:29]=4)=[CH:17][CH:16]=3)=[CH:11][CH:10]=2)[CH2:8][CH2:7]1)=[O:5])[CH3:2]. Product: C(C)OC(=O)C1(CC1)C1=CC=C(C=C1)C1=CC=C(C=C1)C1=C(C(=NO1)C)NC1=NC(=CC=C1)C1=CC(=CC(=C1)F)Cl (1-(4′-{4-[6-(3-Chloro-5-fluoro-phenyl)-pyridin-2-ylamino]-3-methyl-isoxazol-5-yl}-biphenyl-4-yl)-cyclopropanecarboxylic acid ethyl ester). Starting materials: C(C)OC(=O)C1(CC1)C1=CC=C(C=C1)C1=CC=C(C=C1)C1=C(C(=NO1)C)NC1=NC(=CC=C1)Br (1-{4′-[4-(6-bromo-pyridin-2-ylamino)-3-methyl-isoxazol-5-yl]-biphenyl-4-yl}-cyclopropanecarboxylic acid ethyl ester), ClC=1C=C(C=C(C1)F)B(O)O (3-chloro-5-fluorophenylboronic acid). Procedure details: Prepared according to the procedure described in Example 1, Step 10, using 1-{4′-[4-(6-bromo-pyridin-2-ylamino)-3-methyl-isoxazol-5-yl]-biphenyl-4-yl}-cyclopropanecarboxylic acid ethyl ester and 3-chloro-5-fluorophenylboronic acid. Starting materials: OC1=C(C=O)C(=CC=C1)OC (2-hydroxy-6-methoxybenzaldehyde), C(C1=CC=CC=C1)Br (benzyl bromide), C(=O)([O-])[O-].[K+].[K+] (K2CO3). Run in CC(=O)C (acetone). Product: C(C1=CC=CC=C1)OC1=C(C=O)C(=CC=C1)OC (2-(benzyloxy)-6-methoxybenzaldehyde). As a reaction SMILES: [OH:1][C:2]1[CH:9]=[CH:8][CH:7]=[C:6]([O:10][CH3:11])[C:3]=1[CH:4]=[O:5].[CH2:12](Br)[C:13]1[CH:18]=[CH:17][CH:16]=[CH:15][CH:14]=1.C([O-])([O-])=O.[K+].[K+]>CC(C)=O>[CH2:12]([O:1][C:2]1[CH:9]=[CH:8][CH:7]=[C:6]([O:10][CH3:11])[C:3]=1[CH:4]=[O:5])[C:13]1[CH:18]=[CH:17][CH:16]=[CH:15][CH:14]=1 |f:2.3.4|. Procedure details: A mixture of commercially available 2-hydroxy-6-methoxybenzaldehyde (1.000 g; 6.57 mmol), benzyl bromide (2.867 g; 16.43 mmol), and K2CO3 (2.960 g; 21.42 mmol) in anh. acetone (33 ml) was refluxed, under nitrogen, for 5.5 h. After cooling to rt, volatiles were removed under reduced pressure, and the residue was dissolved in water and AcOEt. The separated aq. layer was further extracted with AcOEt (2×), and the mixed organic layers were washed with brine, dried dried over anh. MgSO4, filtered, an... RXN SMILES: [CH3:38][CH2:39][OH:40].[Cl:1][c:2]1[cH:3][c:4]2[cH:5][cH:6][c:7]([S:12](=[O:13])(=[O:14])[N:15]3[CH2:16][CH:17]([C:33](=[O:34])[O:35][CH2:36][CH3:37])[N:18]([C:21](=[O:22])[c:23]4[s:24][c:25]5[c:30]([n:31]4)[CH2:29][CH:28]([CH3:32])[NH:27][CH2:26]5)[CH2:19][CH2:20]3)[cH:8][c:9]2[cH:10][cH:11]1.[Na+:42].[O:44]1[CH2:45][CH2:46][CH2:47][CH2:48]1.[OH-:41].[OH2:43]>>[Cl:1][c:2]1[cH:3][c:4]2[cH:5][cH:6][c:7]([S:12](=[O:13])(=[O:14])[N:15]3[CH2:16][CH:17]([C:33](=[O:34])[OH:35])[N:18]([C:21](=[O:22])[c:23]4[s:24][c:25]5[c:30]([n:31]4)[CH2:29][CH:28]([CH3:32])[NH:27][CH2:26]5)[CH2:19][CH2:20]3)[cH:8][c:9]2[cH:10][cH:11]1. Product: CC1Cc2nc(C(=O)N3CCN(S(=O)(=O)c4ccc5cc(Cl)ccc5c4)CC3C(=O)O)sc2CN1. Starting materials: CCO, CCOC(=O)C1CN(S(=O)(=O)c2ccc3cc(Cl)ccc3c2)CCN1C(=O)c1nc2c(s1)CNC(C)C2, [Na+], C1CCOC1, [OH-], O. Starting materials: O1C(=CC2=C1C=CC=C2)C(=O)C=2SC1=C(N2)C=CC=C1 ((benzofuran-2-yl)(benzothiazol-2-yl)methanone), NC1CCN(CC1)C (4-amino-1-methylpiperidine). The reagents and catalysts are CC([O-])C.CC([O-])C.CC([O-])C.CC([O-])C.[Ti+4] (titanium tetraisopropoxide). The solvent is O1CCCC1 (tetrahydrofurane), C(C)(=O)OCC (ethyl acetate), [OH-].[Na+] (sodium hydroxide). Run at time 24 hour. The product is O1C(=CC2=C1C=CC=C2)C(C=2SC1=C(N2)C=CC=C1)=NC1CCN(CC1)C ([(benzofuran-2-yl)(benzothiazol-2-yl)methylene](1-methylpiperidin-4-yl)amine). Reaction SMILES: [O:1]1[C:5]2[CH:6]=[CH:7][CH:8]=[CH:9][C:4]=2[CH:3]=[C:2]1[C:10]([C:12]1[S:13][C:14]2[CH:20]=[CH:19][CH:18]=[CH:17][C:15]=2[N:16]=1)=O.[NH2:21][CH:22]1[CH2:27][CH2:26][N:25]([CH3:28])[CH2:24][CH2:23]1>O1CCCC1.C(OCC)(=O)C.[OH-].[Na+].CC(C)[O-].CC(C)[O-].CC(C)[O-].CC(C)[O-].[Ti+4]>[O:1]1[C:5]2[CH:6]=[CH:7][CH:8]=[CH:9][C:4]=2[CH:3]=[C:2]1[C:10](=[N:21][CH:22]1[CH2:27][CH2:26][N:25]([CH3:28])[CH2:24][CH2:23]1)[C:12]1[S:13][C:14]2[CH:20]=[CH:19][CH:18]=[CH:17][C:15]=2[N:16]=1 |f:4.5,6.7.8.9.10|. Reported procedure: To a solution of (benzofuran-2-yl)(benzothiazol-2-yl)methanone (1.4 g) and 4-amino-1-methylpiperidine (0.57 g) in tetrahydrofurane (8 mL) is added dropwise titanium tetraisopropoxide (1.78 g). The suspension is stirred for 24 h at room temperature, diluted with ethyl acetate and 1N sodium hydroxide. The precipitate is filtered over a clarcel pad and rinsed with ethyl acetate. The pooled filtrates are washed with saturated sodium chloride solution, dried and concentrated under reduced pressure. T... The reactants are BrC(C(=O)OCC)CC1=CC(=C(C=C1)OC)C(NCC1=CC=C(C=C1)C(F)(F)F)=O (Ethyl 2-bromo-3-[4-methoxy-3-[N-[[4-(trifluoromethyl)phenyl]methyl]carbamoyl]phenyl]propanoate), [S-]CC.[Na+] (sodium thioethoxide). Run in C(C)O (ethanol). The product is C(C)SC(C(=O)OCC)CC1=CC(=C(C=C1)OC)C(NCC1=CC=C(C=C1)C(F)(F)F)=O (Ethyl 2-ethylthio-3-[4-methoxy-3-[N-[[4-(trifluoromethyl)phenyl]methyl]carbamoyl]phenyl]propanoate). Isolated yield 353.2%. As a reaction SMILES: Br[CH:2]([CH2:8][C:9]1[CH:14]=[CH:13][C:12]([O:15][CH3:16])=[C:11]([C:17](=[O:30])[NH:18][CH2:19][C:20]2[CH:25]=[CH:24][C:23]([C:26]([F:29])([F:28])[F:27])=[CH:22][CH:21]=2)[CH:10]=1)[C:3]([O:5][CH2:6][CH3:7])=[O:4].[S-:31][CH2:32][CH3:33].[Na+]>C(O)C>[CH2:32]([S:31][CH:2]([CH2:8][C:9]1[CH:14]=[CH:13][C:12]([O:15][CH3:16])=[C:11]([C:17](=[O:30])[NH:18][CH2:19][C:20]2[CH:25]=[CH:24][C:23]([C:26]([F:29])([F:28])[F:27])=[CH:22][CH:21]=2)[CH:10]=1)[C:3]([O:5][CH2:6][CH3:7])=[O:4])[CH3:33] |f:1.2|. Reported procedure: Ethyl 2-bromo-3-[4-methoxy-3-[N-[[4-(trifluoromethyl)phenyl]methyl]carbamoyl]phenyl]propanoate (1.00 g, 2.05 mmol; Example 37) and 56 ml of ethanol were mixed and, after sodium thioethoxide (268 mg, 2.55 mmol) was added under stirring, the mixture was refluxed for 1.5 hours. The reaction mixture was concentrated, water was added, and the solution was extracted with ethyl acetate. The extract was washed with brine, then dried over anhydrous magnesium sulfate and concentrated. The residue was puri...